Dataset: the Open Reaction Database (ORD), a public repository of structured organic reaction records. Task: describe an organic reaction: reactants, conditions, products, and yield The reactants are C(C)OC(=O)C1(CCN(CC1)S(=O)(=O)C1=C(C=CC=C1)Cl)CCOC (1-(2-chloro-benzenesulfonyl)-4-(2-methoxy-ethyl)-piperidine-4-carboxylic acid ethyl ester), [Cl-].C[Al+]C (dimethylaluminium chloride), ClC1=C(C=CC=C1)CCN (2-(2-Chloro-phenyl)-ethylamine). Solvent: C1(=CC=CC=C1)C (toluene). Yields the product ClC1=C(C=CC=C1)S(=O)(=O)N1CCC2(CCN(C2=O)CCC2=C(C=CC=C2)Cl)CC1 (8-(2-Chloro-benzenesulfonyl)-2-[2-(2-chloro-phenyl)-ethyl]-2,8-diaza-spiro[4.5]decan-1-one). As a reaction SMILES: C(O[C:4]([C:6]1([CH2:22][CH2:23]OC)[CH2:11][CH2:10][N:9]([S:12]([C:15]2[CH:20]=[CH:19][CH:18]=[CH:17][C:16]=2[Cl:21])(=[O:14])=[O:13])[CH2:8][CH2:7]1)=[O:5])C.[Cl-].C[Al+]C.[Cl:30][C:31]1[CH:36]=[CH:35][CH:34]=[CH:33][C:32]=1[CH2:37][CH2:38][NH2:39]>C1(C)C=CC=CC=1>[Cl:21][C:16]1[CH:17]=[CH:18][CH:19]=[CH:20][C:15]=1[S:12]([N:9]1[CH2:10][CH2:11][C:6]2([C:4](=[O:5])[N:39]([CH2:38][CH2:37][C:32]3[CH:33]=[CH:34][CH:35]=[CH:36][C:31]=3[Cl:30])[CH2:23][CH2:22]2)[CH2:7][CH2:8]1)(=[O:13])=[O:14] |f:1.2|. Procedure: This material was prepared in analogy to example 1 step D) from 1-(2-chloro-benzenesulfonyl)-4-(2-methoxy-ethyl)-piperidine-4-carboxylic acid ethyl ester, dimethylaluminium chloride in toluene and 2-(2-Chloro-phenyl)-ethylamine. MS (ESI): 467.3 (MH+). The reactants are CCCN, COc1ccc(CCC(=O)O)cc1, ClCCl, [Na+], [OH-], O=S(Cl)Cl. Yields the product CCCNC(=O)CCc1ccc(OC)cc1. RXN SMILES: [CH2:20]([CH2:21][CH3:22])[NH2:23].[CH3:1][O:2][c:3]1[cH:4][cH:5][c:6]([CH2:9][CH2:10][C:11](=[O:12])[OH:13])[cH:7][cH:8]1.[Cl:24][CH2:25][Cl:26].[Na+:19].[OH-:18].[S:14]([Cl:15])([Cl:16])=[O:17]>>[CH3:1][O:2][c:3]1[cH:4][cH:5][c:6]([CH2:9][CH2:10][C:11](=[O:13])[NH:23][CH2:20][CH2:21][CH3:22])[cH:7][cH:8]1. Starting materials: CP(C)(=O)CCl, O=C(Cl)Cl, Clc1ccccc1, O=C(O)c1ccccc1. The product is O=C(Cl)c1ccccc1. Reaction SMILES: [CH3:14][P:15](=[O:16])([CH3:17])[CH2:18][Cl:19].[Cl:10][C:11](=[O:12])[Cl:13].[Cl:20][c:21]1[cH:22][cH:23][cH:24][cH:25][cH:26]1.[OH:1][C:2](=[O:3])[c:4]1[cH:5][cH:6][cH:7][cH:8][cH:9]1>>[O:1]=[C:2]([c:4]1[cH:5][cH:6][cH:7][cH:8][cH:9]1)[Cl:10].